Dataset: the Open Reaction Database (ORD), a public repository of structured organic reaction records. Task: describe an organic reaction: reactants, conditions, products, and yield Starting materials: [H][H] (Hydrogen), CC1=CC(N(N1)C1=CC(=C(C=C1)[N+](=O)[O-])C)=O (5-methyl-2-(3-methyl-4-nitrophenyl)-1,2-dihydropyrazol-3-one). The reagents and catalysts are [Pd] (Pd/C). Run in O1CCCC1 (tetrahydrofuran). Product: NC1=C(C=C(C=C1)N1NC(=CC1=O)C)C (2-(4-amino-3-methylphenyl)-5-methyl-1,2-dihydropyrazol-3-one). RXN SMILES: [H][H].[CH3:3][C:4]1[NH:8][N:7]([C:9]2[CH:14]=[CH:13][C:12]([N+:15]([O-])=O)=[C:11]([CH3:18])[CH:10]=2)[C:6](=[O:19])[CH:5]=1>[Pd].O1CCCC1>[NH2:15][C:12]1[CH:13]=[CH:14][C:9]([N:7]2[C:6](=[O:19])[CH:5]=[C:4]([CH3:3])[NH:8]2)=[CH:10][C:11]=1[CH3:18]. Procedure: Hydrogen was introduced under atmospheric pressure into the mixture of 350 mg of 5-methyl-2-(3-methyl-4-nitrophenyl)-1,2-dihydropyrazol-3-one, 70 mg of Pd/C and 50 ml of tetrahydrofuran until the theoretical uptake. Afterwards, the catalyst was filtered off with suction and the mixture was concentrated to dryness under reduced pressure and the residue was stirred in t-butyl methyl ether. The solid was filtered off with suction and dried under reduced pressure. Reactants: O=c1[nH]cnc2cc(Cl)c([N+](=O)[O-])cc12, CN(C)C=O, O=P(Cl)(Cl)Cl, O=S(Cl)Cl. Product: O=[N+]([O-])c1cc2c(Cl)ncnc2cc1Cl. RXN SMILES: [Cl:1][c:2]1[c:3]([N+:13](=[O:14])[O-:15])[cH:4][c:5]2[c:6](=[O:12])[nH:7][cH:8][n:9][c:10]2[cH:11]1.[O:21]=[CH:22][N:23]([CH3:24])[CH3:25].[P:16]([Cl:17])([Cl:18])([Cl:19])=[O:20].[S:26]([Cl:27])([Cl:28])=[O:29]>>[Cl:1][c:2]1[c:3]([N+:13](=[O:14])[O-:15])[cH:4][c:5]2[c:6]([Cl:18])[n:7][cH:8][n:9][c:10]2[cH:11]1.